Dataset: the Open Reaction Database (ORD), a public repository of structured organic reaction records. Task: describe an organic reaction: reactants, conditions, products, and yield Starting materials: Br, CC(=O)O, CCOCC, CC(C)N(C)C1CCC(N2CCC(NC(=O)OCc3ccccc3)C2=O)C(CS(C)(=O)=O)C1. Yields the product CC(C)N(C)C1CCC(N2CCC(N)C2=O)C(CS(C)(=O)=O)C1. Reaction SMILES: [BrH:39].[C:40]([OH:41])(=[O:42])[CH3:43].[CH3:34][CH2:35][O:36][CH2:37][CH3:38].[CH:1]([CH3:2])([CH3:3])[N:4]([CH:5]1[CH2:6][CH:7]([CH2:28][S:29](=[O:30])(=[O:31])[CH3:32])[CH:8]([N:11]2[C:12](=[O:27])[CH:13]([NH:16][C:17](=[O:18])[O:19][CH2:20][c:21]3[cH:22][cH:23][cH:24][cH:25][cH:26]3)[CH2:14][CH2:15]2)[CH2:9][CH2:10]1)[CH3:33]>>[CH:1]([CH3:2])([CH3:3])[N:4]([CH:5]1[CH2:6][CH:7]([CH2:28][S:29](=[O:30])(=[O:31])[CH3:32])[CH:8]([N:11]2[C:12](=[O:27])[CH:13]([NH2:16])[CH2:14][CH2:15]2)[CH2:9][CH2:10]1)[CH3:33].